This data is from the Open Reaction Database (ORD), a public repository of structured organic reaction records. The task is: describe an organic reaction: reactants, conditions, products, and yield The reactants are CC1=CC=C(C=C1)C1=C(C=NO1)C(=O)Cl (5-(4-methylphenyl)isoxazole-4-carbonyl chloride), N1CCC(CC1)C1=CNC2=CC=CC=C12 (3-piperidin-4-yl-1H-indole). Run in ClCCl (dichloromethane). Conditions: time 1 hour. The product is CC1=CC=C(C=C1)C1=C(C=NO1)C(=O)N1CCC(CC1)C1=CNC2=CC=CC=C12 (3-(1-{[5-(4-Methylphenyl)isoxazol-4-yl]carbonyl}piperidin-4-yl)-1H-indole). RXN SMILES: [CH3:1][C:2]1[CH:7]=[CH:6][C:5]([C:8]2[O:12][N:11]=[CH:10][C:9]=2[C:13](Cl)=[O:14])=[CH:4][CH:3]=1.[NH:16]1[CH2:21][CH2:20][CH:19]([C:22]2[C:30]3[C:25](=[CH:26][CH:27]=[CH:28][CH:29]=3)[NH:24][CH:23]=2)[CH2:18][CH2:17]1>ClCCl>[CH3:1][C:2]1[CH:7]=[CH:6][C:5]([C:8]2[O:12][N:11]=[CH:10][C:9]=2[C:13]([N:16]2[CH2:21][CH2:20][CH:19]([C:22]3[C:30]4[C:25](=[CH:26][CH:27]=[CH:28][CH:29]=4)[NH:24][CH:23]=3)[CH2:18][CH2:17]2)=[O:14])=[CH:4][CH:3]=1. Procedure: To 5-(4-methylphenyl)isoxazole-4-carbonyl chloride (10 mg, 0.045 mmol) in dichloromethane (1 mL) was added 3-piperidin-4-yl-1H-indole (9.9 mg, 0.050 mmol, 1.1 eq.), and the reaction mixture was stirred for 1 h. The solvent was removed, and the residue was purified by preparative reverse-phase HPLC to give the title compound. HRMS (ESI, pos. ion) m/z calcd for C24H23N3O2: 385.1790, found 385.1797. The product is COC(=O)C1(C)CCN(C(=O)OC(C)(C)C)CC1. Reactants: CC(C)(C)OC(=O)N1CCC(C)(C(=O)O)CC1, C[Si](C)(C)C=[N+]=[N-], CO, Cc1ccccc1. As a reaction SMILES: [C:1]([CH3:2])([CH3:3])([CH3:4])[O:5][C:6](=[O:7])[N:8]1[CH2:9][CH2:10][C:11]([C:14](=[O:15])[OH:16])([CH3:17])[CH2:12][CH2:13]1.[CH3:18][Si:19]([CH:20]=[N+:21]=[N-:22])([CH3:23])[CH3:24].[CH3:25][OH:26].[CH3:27][c:28]1[cH:29][cH:30][cH:31][cH:32][cH:33]1>>[C:1]([CH3:2])([CH3:3])([CH3:4])[O:5][C:6](=[O:7])[N:8]1[CH2:9][CH2:10][C:11]([C:14](=[O:15])[O:16][CH3:18])([CH3:17])[CH2:12][CH2:13]1.